From a dataset of the Open Reaction Database (ORD), a public repository of structured organic reaction records. describe an organic reaction: reactants, conditions, products, and yield The reactants are CN(C(=O)OCC[Si](C)(C)C)C[C@H](CC1CCC(CC1)C)NC(OC(C)(C)C)=O ((S)-tert-butyl 1-(N-methyl-N-(2-(trimethylsilyl)ethoxycarbonyl)amino)-3-(4-methylcyclohexyl)propan-2-ylcarbamate), CO (MeOH), [H][H] (hydrogen). Reagents/catalysts: [Pd] (Pd/C). Yields the product NC(CN(C(OCC[Si](C)(C)C)=O)C)CC1(CCCCC1)C (2-(trimethylsilyl)ethyl 2-amino-3-(1-methylcyclohexyl)propyl(methyl)carbamate). Isolated yield 100.0%. Reaction SMILES: [CH3:1][N:2]([CH2:12][C@@H:13]([NH:22]C(=O)OC(C)(C)C)[CH2:14][CH:15]1[CH2:20][CH2:19][CH:18](C)[CH2:17][CH2:16]1)[C:3]([O:5][CH2:6][CH2:7][Si:8]([CH3:11])([CH3:10])[CH3:9])=[O:4].[H][H].[CH3:32]O>[Pd]>[NH2:22][CH:13]([CH2:14][C:15]1([CH3:32])[CH2:16][CH2:17][CH2:18][CH2:19][CH2:20]1)[CH2:12][N:2]([CH3:1])[C:3](=[O:4])[O:5][CH2:6][CH2:7][Si:8]([CH3:9])([CH3:10])[CH3:11]. Reported procedure: A 250 mL round bottom flask was charged with 0.2479 g (0.54 mmol) of (S)-tert-butyl 1-(N-methyl-N-(2-(trimethylsilyl)ethoxycarbonyl)amino)-3-(4-methylcyclohexyl)propan-2-ylcarbamate, 0.2784 g of 10% Pd/C, and 20 mL of MeOH. The reaction mixture was stirred at rt under a balloon of hydrogen for 5 h. The mixture was then filtered through filter agent, Celite® 545, washed with MeOH. The filtrate was evaporated under reduced pressure to afford 0.1799 g (100%) of 2-(trimethylsilyl)ethyl 2-amino-3-(1-...